This data is from the Open Reaction Database (ORD), a public repository of structured organic reaction records. The task is: describe an organic reaction: reactants, conditions, products, and yield Reactants: ClC=1C(=NSN1)C=1C=NC=CC1 (3-(4-chloro-1,2,5-thiadiazol-3-yl)pyridine), CC1CCNCC1 (4-methylpiperidine). Run in CN(C)C=O (DMF). The product is CC1CCN(CC1)C=1C(=NSN1)C=1C=NC=CC1 (3-(4-(4-methylpiperidino)-1,2,5-thiadiazol-3-yl) pyridine). Reaction SMILES: Cl[C:2]1[C:3]([C:7]2[CH:8]=[N:9][CH:10]=[CH:11][CH:12]=2)=[N:4][S:5][N:6]=1.[CH3:13][CH:14]1[CH2:19][CH2:18][NH:17][CH2:16][CH2:15]1>CN(C=O)C>[CH3:13][CH:14]1[CH2:19][CH2:18][N:17]([C:2]2[C:3]([C:7]3[CH:8]=[N:9][CH:10]=[CH:11][CH:12]=3)=[N:4][S:5][N:6]=2)[CH2:16][CH2:15]1. Procedure: A solution of 3-(4-chloro-1,2,5-thiadiazol-3-yl)pyridine (10.80 g, 4 mmol) and 4-methylpiperidine (1.96 g, 20 mmol) in DMF (10 ml) was heated at 100° C. for 3 h. After evaporation water was added to the residue and extracted with ether. The combined and dried organic phases were evaporated and the residue purified by column chromatography (SiO2, eluent: ethyl acetate/methylene chloride (1:2)). Yield: 0.8 g (77%). The reactants are [Al+3], C#CCO, COc1ccccc1, [Cl-], [Cl-], [Cl-], O=C(Cl)c1c(F)cccc1F, COc1ccc(C2(c3c(F)cccc3F)C=Cc3c(ccc4ccccc34)O2)cc1, [Na+], O=C(c1ccccc1)c1ccccc1, [OH-], S=C=S, Oc1cccc2ccccc12, Cc1ccc(S(=O)(=O)O)cc1, c1ccccc1. Yields the product COc1ccc(C(=O)c2c(F)cccc2F)cc1. As a reaction SMILES: [Al+3:85].[CH2:34]([OH:35])[C:36]#[CH:37].[CH3:12][O:13][c:14]1[cH:15][cH:16][cH:17][cH:18][cH:19]1.[Cl-:84].[Cl-:86].[Cl-:87].[F:1][c:2]1[cH:3][cH:4][cH:5][c:6]([F:7])[c:8]1[C:9]([Cl:10])=[O:11].[F:51][c:52]1[c:53]([C:59]2([c:73]3[cH:74][cH:75][c:76]([O:79][CH3:80])[cH:77][cH:78]3)[O:64][c:60]3[cH:61][cH:62][c:63]4[c:65]([c:66]3[CH:67]=[CH:68]2)[cH:69][cH:70][cH:71][cH:72]4)[c:54]([F:58])[cH:55][cH:56][cH:57]1.[Na+:50].[O:20]=[C:21]([c:22]1[cH:23][cH:24][cH:25][cH:26][cH:27]1)[c:28]1[cH:29][cH:30][cH:31][cH:32][cH:33]1.[OH-:49].[S:81]=[C:82]=[S:83].[c:38]1([OH:39])[c:40]2[c:41]([cH:42][cH:43][cH:44][cH:45]2)[cH:46][cH:47][cH:48]1.[c:94]1([CH3:95])[cH:96][cH:97][c:98]([S:99]([OH:100])(=[O:101])=[O:102])[cH:103][cH:104]1.[cH:88]1[cH:89][cH:90][cH:91][cH:92][cH:93]1>>[F:51][c:52]1[c:53]([C:59](=[O:64])[c:73]2[cH:74][cH:75][c:76]([O:79][CH3:80])[cH:77][cH:78]2)[c:54]([F:58])[cH:55][cH:56][cH:57]1. Starting materials: BrCC1CCCCO1, Cc1ccc(S(=O)(=O)OCC2CCCO2)cc1, COc1cc2c(cc1F)C1(CO2)C(=O)Nc2ccccc21. Product: COc1cc2c(cc1F)C1(CO2)C(=O)N(CC2CCCO2)c2ccccc21. As a reaction SMILES: [Br:39][CH2:40][CH:41]1[CH2:42][CH2:43][CH2:44][CH2:45][O:46]1.[CH3:22][c:23]1[cH:24][cH:25][c:26]([S:27]([O:28][CH2:33][CH:34]2[O:35][CH2:36][CH2:37][CH2:38]2)(=[O:29])=[O:30])[cH:31][cH:32]1.[F:1][c:2]1[c:3]([O:20][CH3:21])[cH:4][c:5]2[c:6]([cH:19]1)[C:7]1([CH2:8][O:9]2)[C:10](=[O:18])[NH:11][c:12]2[cH:13][cH:14][cH:15][cH:16][c:17]21>>[F:1][c:2]1[c:3]([O:20][CH3:21])[cH:4][c:5]2[c:6]([cH:19]1)[C:7]1([CH2:8][O:9]2)[C:10](=[O:18])[N:11]([CH2:33][CH:34]2[O:35][CH2:36][CH2:37][CH2:38]2)[c:12]2[cH:13][cH:14][cH:15][cH:16][c:17]21. The reactants are CC=1N=C(SC1CC(=O)O)C1=CC(=CC=C1)C(F)(F)F ([4-methyl-2-(3-trifluoromethyl-phenyl)-thiazol-5-yl]-acetic acid), solution. Solvent: O1CCCC1 (tetrahydrofuran), O1CCCC1 (tetrahydrofuran), C1CCOC1 (THF). Reaction conditions: time 16 hour. The product is CC=1N=C(SC1CCO)C1=CC(=CC=C1)C(F)(F)F (2-[4-Methyl-2-(3-trifluoromethyl-phenyl)-thiazol-5-yl]-ethanol). Yield: 57.1%. As a reaction SMILES: [CH3:1][C:2]1[N:3]=[C:4]([C:11]2[CH:16]=[CH:15][CH:14]=[C:13]([C:17]([F:20])([F:19])[F:18])[CH:12]=2)[S:5][C:6]=1[CH2:7][C:8](O)=[O:9]>O1CCCC1>[CH3:1][C:2]1[N:3]=[C:4]([C:11]2[CH:16]=[CH:15][CH:14]=[C:13]([C:17]([F:20])([F:18])[F:19])[CH:12]=2)[S:5][C:6]=1[CH2:7][CH2:8][OH:9]. Procedure: A solution of [4-methyl-2-(3-trifluoromethyl-phenyl)-thiazol-5-yl]-acetic acid (430 mg, 1.4 mmol) in tetrahydrofuran (6 ml) was treated at 0° C. with a 1 M solution of BH3*THF in tetrahydrofuran (3.6 ml, 3.6 mmol). The cooling bath was removed and the reaction mixture stirred at ambient temperature for 16 h. Careful quenching with MeOH and ice water, twofold extraction with AcOEt, washing with ice water/brine 1/1, drying over magnesium sulfate, and evaporation of the solvent left a crude product...